The task is: describe an organic reaction: reactants, conditions, products, and yield. This data is from the Open Reaction Database (ORD), a public repository of structured organic reaction records. Starting materials: C(C)(=O)OC1=CC=C2C(=C(C(C2=C1)=O)Br)C1=CC(=CC=C1)F (2-Bromo-3-(3-fluorophenyl)-1-oxo-1H-inden-6-yl acetate), C(C)(=O)OC1=CC=C2C(=C(C(C2=C1)=O)Br)C1=CC=CC=C1 (2-bromo-1-oxo-3-phenyl-1H-inden-6-yl acetate). Product: BrC=1C(C2=CC(=CC=C2C1C1=CC(=CC=C1)F)O)=O (2-Bromo-3-(3-fluorophenyl)-6-hydroxy-1H-inden-1-one). Isolated yield 96.0%. As a reaction SMILES: C([O:4][C:5]1[CH:13]=[C:12]2[C:8]([C:9]([C:16]3[CH:21]=[CH:20][CH:19]=[C:18]([F:22])[CH:17]=3)=[C:10]([Br:15])[C:11]2=[O:14])=[CH:7][CH:6]=1)(=O)C.C(OC1C=C2C(C(C3C=CC=CC=3)=C(Br)C2=O)=CC=1)(=O)C>>[Br:15][C:10]1[C:11](=[O:14])[C:12]2[C:8]([C:9]=1[C:16]1[CH:21]=[CH:20][CH:19]=[C:18]([F:22])[CH:17]=1)=[CH:7][CH:6]=[C:5]([OH:4])[CH:13]=2. Reported procedure: The procedure of Step 5 of Example 1 was repeated except for using 2-bromo-3-(3-fluorophenyl)-1-oxo-1H-inden-6-yl acetate obtained in Step 4 as a starting material instead of 2-bromo-1-oxo-3-phenyl-1H-inden-6-yl acetate to obtain the title compound (96%). The reactants are CCOC(=O)n1nc2c(c1NC(=O)c1ccc(N3CCN(C)CC3)cc1N)CN(S(=O)(=O)c1cc(F)cc(F)c1)C2(C)C, CCN(C(C)C)C(C)C, O=C(Cl)N1CCOCC1, C1CCOC1, O. Yields the product CCOC(=O)n1nc2c(c1NC(=O)c1ccc(N3CCN(C)CC3)cc1NC(=O)N1CCOCC1)CN(S(=O)(=O)c1cc(F)cc(F)c1)C2(C)C. Reaction SMILES: [CH2:1]([CH3:2])[O:3][C:4](=[O:5])[n:6]1[n:7][c:8]2[c:9]([c:10]1[NH:11][C:12]([c:13]1[c:14]([NH2:26])[cH:15][c:16]([N:19]3[CH2:20][CH2:21][N:22]([CH3:25])[CH2:23][CH2:24]3)[cH:17][cH:18]1)=[O:27])[CH2:28][N:29]([S:33](=[O:34])(=[O:35])[c:36]1[cH:37][c:38]([F:43])[cH:39][c:40]([F:42])[cH:41]1)[C:30]2([CH3:31])[CH3:32].[CH:44]([N:45]([CH2:46][CH3:47])[CH:48]([CH3:49])[CH3:50])([CH3:51])[CH3:52].[O:53]1[CH2:54][CH2:55][N:56]([C:59](=[O:60])[Cl:61])[CH2:57][CH2:58]1.[O:62]1[CH2:63][CH2:64][CH2:65][CH2:66]1.[OH2:67]>>[CH2:1]([CH3:2])[O:3][C:4](=[O:5])[n:6]1[n:7][c:8]2[c:9]([c:10]1[NH:11][C:12]([c:13]1[c:14]([NH:26][C:59]([N:56]3[CH2:55][CH2:54][O:53][CH2:58][CH2:57]3)=[O:60])[cH:15][c:16]([N:19]3[CH2:20][CH2:21][N:22]([CH3:25])[CH2:23][CH2:24]3)[cH:17][cH:18]1)=[O:27])[CH2:28][N:29]([S:33](=[O:34])(=[O:35])[c:36]1[cH:37][c:38]([F:43])[cH:39][c:40]([F:42])[cH:41]1)[C:30]2([CH3:31])[CH3:32]. Starting materials: CC=1C=C2C3=C(NC2=CC1)CC1CCCC3N1 (2-methyl-6,7,8,9,10,11-hexahydro-5H-7,11-epiminocycloocta[b]indole), FC(C1=CC(=CC=C1)C=C)(F)F (1-(trifluoromethyl)-3-vinylbenzene). Product: CC=1C=C2C3=C(N(C2=CC1)CCC1=CC(=CC=C1)C(F)(F)F)C[C@H]1CCC[C@@H]3N1 ((7R,11S)-2-methyl-5-{2-[3-(trifluoromethyl)phenyl]ethyl}-6,7,8,9,10,11-hexahydro-5H-7,11-epiminocycloocta[b]indole). Reaction SMILES: [CH3:1][C:2]1[CH:3]=[C:4]2[C:8](=[CH:9][CH:10]=1)[NH:7][C:6]1[CH2:11][CH:12]3[NH:17][CH:16]([C:5]2=1)[CH2:15][CH2:14][CH2:13]3.[F:18][C:19]([F:29])([F:28])[C:20]1[CH:25]=[CH:24][CH:23]=[C:22]([CH:26]=[CH2:27])[CH:21]=1>>[CH3:1][C:2]1[CH:3]=[C:4]2[C:8](=[CH:9][CH:10]=1)[N:7]([CH2:27][CH2:26][C:22]1[CH:23]=[CH:24][CH:25]=[C:20]([C:19]([F:18])([F:28])[F:29])[CH:21]=1)[C:6]1[CH2:11][C@@H:12]3[NH:17][C@H:16]([C:5]2=1)[CH2:15][CH2:14][CH2:13]3. Reported procedure: The coupling of 2-methyl-6,7,8,9,10,11-hexahydro-5H-7,11-epiminocycloocta[b]indole (110 mg, 0.486 mmol; Example 118A) and 1-(trifluoromethyl)-3-vinylbenzene (167 mg, 1.00 mmol; Aldrich) was performed according to the procedure described in Example 114B to afford the title compound as a racemic mixture. Individual enantiomers were obtained by preparative chiral supercritical fluid chromatography (ChiralPak® OD-H 5 μm column, 21×250 mm, 35° C., 10-50% gradient of CH3OH—CO2 containing 0.1% diethyla... Starting materials: C(C)(C)(C)OC(=O)N(CCCCCCCCC1CCCCC1)C1=CC=C(C(=O)N2C=NC=C2)C=C1 (1-{4-[N-(t-butyloxycarbonyl)-N-(8-cyclohexyloctyl)amino]benzoyl}imidazole), [OH-].[Na+] (sodium hydroxide), NCC(CO)O (3-amino-1,2-propanediol). Run in C(Cl)(Cl)Cl (chloroform). Run at temperature 40 celsius, time 24 hour. Product: C1(CCCCC1)CCCCCCCCNC1=CC=C(C(=O)NCC(CO)O)C=C1 (4-[N-(8-cyclohexyloctyl)-amino]-N-2,3-dihydroxypropylbenzamide). RXN SMILES: C(OC([N:8]([C:23]1[CH:35]=[CH:34][C:26]([C:27](N2C=CN=C2)=[O:28])=[CH:25][CH:24]=1)[CH2:9][CH2:10][CH2:11][CH2:12][CH2:13][CH2:14][CH2:15][CH2:16][CH:17]1[CH2:22][CH2:21][CH2:20][CH2:19][CH2:18]1)=O)(C)(C)C.[OH-].[Na+].[NH2:38][CH2:39][CH:40]([OH:43])[CH2:41][OH:42]>C(Cl)(Cl)Cl>[CH:17]1([CH2:16][CH2:15][CH2:14][CH2:13][CH2:12][CH2:11][CH2:10][CH2:9][NH:8][C:23]2[CH:35]=[CH:34][C:26]([C:27]([NH:38][CH2:39][CH:40]([OH:43])[CH2:41][OH:42])=[O:28])=[CH:25][CH:24]=2)[CH2:22][CH2:21][CH2:20][CH2:19][CH2:18]1 |f:1.2|. Procedure details: To a mixture containing 4.3 g. of 1-{4-[N-(t-butyloxycarbonyl)-N-(8-cyclohexyloctyl)amino]benzoyl}imidazole, 50 ml. of chloroform and 50 ml. of 5 N sodium hydroxide is added 1.1 g. of 3-amino-1,2-propanediol. The solution is vigorously stirred for 24 hours, the layers are separated, and the chloroform solution is washed once with 50 ml. of 1 N sodium hydroxide. The solvent is evaporated and the residue is heated for 30 minutes at 40° C. in 50 ml. of anhydrous trifluoroacetic acid. The solvent is... Reactants: BrC=1C=CC(=C(C1)C1=NC2=C(C=CC=C2C(N1)=O)C)OCCC (2-(5-bromo-2-n-propoxyphenyl)-8-methylquinazolin-4(3H)-one), C([O-])([O-])=O.[K+].[K+] (potassium carbonate), II (iodine), N1C=NC=C1 (imidazole). The reagents and catalysts are [Cu] (copper bronze). Solvent: CN1C(CCC1)=O (1-methyl-2-pyrrolidinone), O (water). Reaction conditions: temperature 180 celsius. The product is N1C(=NC=C1)C=1C=CC(=C(C1)C1=NC2=C(C=CC=C2C(N1)=O)C)OCCC (2-(5-Imidazolyl-2-n-propoxyphenyl)-8-methylquinazolin-4(3H)-one). As a reaction SMILES: Br[C:2]1[CH:3]=[CH:4][C:5]([O:20][CH2:21][CH2:22][CH3:23])=[C:6]([C:8]2[NH:17][C:16](=[O:18])[C:15]3[C:10](=[C:11]([CH3:19])[CH:12]=[CH:13][CH:14]=3)[N:9]=2)[CH:7]=1.C(=O)([O-])[O-].[K+].[K+].II.[NH:32]1[CH:36]=[CH:35][N:34]=[CH:33]1>[Cu].O.CN1CCCC1=O>[NH:32]1[CH:36]=[CH:35][N:34]=[C:33]1[C:2]1[CH:3]=[CH:4][C:5]([O:20][CH2:21][CH2:22][CH3:23])=[C:6]([C:8]2[NH:17][C:16](=[O:18])[C:15]3[C:10](=[C:11]([CH3:19])[CH:12]=[CH:13][CH:14]=3)[N:9]=2)[CH:7]=1 |f:1.2.3|. Procedure: A stirred mixture of 2-(5-bromo-2-n-propoxyphenyl)-8-methylquinazolin-4(3H)-one (Preparation 11; 0.6 g, 0.0016 mol), anhydrous potassium carbonate (0.22 g, 0.0016 tool), copper bronze (0.1 g, 0.0016 mol), iodine (0.051 g, 0.004 mol), imidazole (0.55 g, 0.008 mol) and 1-methyl-2-pyrrolidinone (20 ml) was heated at 180° C. under a nitrogen atmosphere for 6 hours. The mixture was cooled and poured into water (150 ml), then the resulting mixture extracted with a dichloromethane-methanol mixture (9:1... As a reaction SMILES: CON(C)[C:4]([C:6]1[N:7]=[CH:8][N:9]([C:11]2[CH:12]=[C:13]([C:17]3[CH:22]=[CH:21][CH:20]=[CH:19][C:18]=3[O:23][CH3:24])[CH:14]=[CH:15][CH:16]=2)[CH:10]=1)=[O:5].Br[C:27]1[CH:28]=[C:29]([O:33][CH3:34])[CH:30]=[CH:31][CH:32]=1>>[CH3:34][O:33][C:29]1[CH:28]=[C:27]([C:4]([C:6]2[N:7]=[CH:8][N:9]([C:11]3[CH:12]=[C:13]([C:17]4[CH:22]=[CH:21][CH:20]=[CH:19][C:18]=4[O:23][CH3:24])[CH:14]=[CH:15][CH:16]=3)[CH:10]=2)=[O:5])[CH:32]=[CH:31][CH:30]=1. Reactants: CON(C(=O)C=1N=CN(C1)C=1C=C(C=CC1)C1=C(C=CC=C1)OC)C (1-(2′-Methoxy-biphenyl-3-yl)-1H-imidazole-4-carboxylic acid methoxy-methyl-amide), BrC=1C=C(C=CC1)OC (3-bromoanisole). Reported procedure: This compound is prepared by method C using compound 12c and 3-bromoanisole The product is COC=1C=C(C=CC1)C(=O)C=1N=CN(C1)C=1C=C(C=CC1)C1=C(C=CC=C1)OC ((3-Methoxy-phenyl)-[1-(2′-methoxy-biphenyl-3-yl)-1H-imidazol-4-yl]-methanone). Reactants: CC(C)S(=O)(=O)NC(c1cncc(Br)c1)C1CC1, O=C([O-])[O-], CC1(C)OB(c2ccc(C#N)c(Cl)c2)OC1(C)C, [Na+], [Na+], CN(C)C=O, Cl[Pd]Cl, c1ccc(P(c2ccccc2)c2ccccc2)cc1, c1ccc(P(c2ccccc2)c2ccccc2)cc1. Product: CC(C)S(=O)(=O)NC(c1cncc(-c2ccc(C#N)c(Cl)c2)c1)C1CC1. RXN SMILES: [Br:19][c:20]1[cH:21][c:22]([CH:26]([NH:27][S:28](=[O:29])(=[O:30])[CH:31]([CH3:32])[CH3:33])[CH:34]2[CH2:35][CH2:36]2)[cH:23][n:24][cH:25]1.[C:37](=[O:38])([O-:39])[O-:40].[Cl:1][c:2]1[c:3]([C:4]#[N:5])[cH:6][cH:7][c:8]([B:10]2[O:11][C:12]([CH3:13])([CH3:14])[C:15]([CH3:16])([CH3:17])[O:18]2)[cH:9]1.[Na+:41].[Na+:42].[O:43]=[CH:44][N:45]([CH3:46])[CH3:47].[Pd:48]([Cl:49])[Cl:50].[c:51]1([P:52]([c:53]2[cH:54][cH:55][cH:56][cH:57][cH:58]2)[c:59]2[cH:60][cH:61][cH:62][cH:63][cH:64]2)[cH:65][cH:66][cH:67][cH:68][cH:69]1.[c:70]1([P:71]([c:72]2[cH:73][cH:74][cH:75][cH:76][cH:77]2)[c:78]2[cH:79][cH:80][cH:81][cH:82][cH:83]2)[cH:84][cH:85][cH:86][cH:87][cH:88]1>>[Cl:1][c:2]1[c:3]([C:4]#[N:5])[cH:6][cH:7][c:8](-[c:20]2[cH:21][c:22]([CH:26]([NH:27][S:28](=[O:29])(=[O:30])[CH:31]([CH3:32])[CH3:33])[CH:34]3[CH2:35][CH2:36]3)[cH:23][n:24][cH:25]2)[cH:9]1.